From a dataset of the Open Reaction Database (ORD), a public repository of structured organic reaction records. describe an organic reaction: reactants, conditions, products, and yield Starting materials: Cl.ClC1=CC2=C(OCOC2)C(=C1)CSC1=C(N)C=CC=C1 (2-{[(6-chloro-4H-1,3-benzodioxin-8-yl)methyl]thio}aniline hydrochloride), CC(C(=O)Cl)(C)C (2,2-dimethylpropanoyl chloride), C(C(CO)(CO)N)O (trisamine). Reagents/catalysts: CN(C)C=1C=CN=CC1 (DMAP). The solvent is ClCCl (dichloromethane), C(C)(C)N(CC)C(C)C (diisopropyl ethyl amine). Run at time 24 hour. Yields the product ClC1=CC2=C(OCOC2)C(=C1)CSC1=C(C=CC=C1)NC(C(C)(C)C)=O (N-(2-{[(6-chloro-4H-1,3-benzodioxin-8-yl)methyl]thio}phenyl)-2,2-dimethylpropanamide). Isolated yield 63.8%. As a reaction SMILES: Cl.[Cl:2][C:3]1[CH:12]=[C:11]([CH2:13][S:14][C:15]2[CH:21]=[CH:20][CH:19]=[CH:18][C:16]=2[NH2:17])[C:6]2[O:7][CH2:8][O:9][CH2:10][C:5]=2[CH:4]=1.[CH3:22][C:23]([CH3:28])([CH3:27])[C:24](Cl)=[O:25].C(O)C(N)(CO)CO>ClCCl.C(N(C(C)C)CC)(C)C.CN(C1C=CN=CC=1)C>[Cl:2][C:3]1[CH:12]=[C:11]([CH2:13][S:14][C:15]2[CH:21]=[CH:20][CH:19]=[CH:18][C:16]=2[NH:17][C:24](=[O:25])[C:23]([CH3:28])([CH3:27])[CH3:22])[C:6]2[O:7][CH2:8][O:9][CH2:10][C:5]=2[CH:4]=1 |f:0.1|. Reported procedure: The product from step 1 (75 mg, 0.22 mmol) was dissolved in a mixture of dichloromethane and diisopropyl ethyl amine (4 mL , ˜40:1), PS DMAP resin (0.10 g, Argonaut 1.41 mmol/g) was added in followed by 2,2-dimethylpropanoyl chloride (0.15 mL, 1.25 mmol). The reaction was agitated for 24 hours and then treated with PS trisamine (Argonaut 4.27 mmol/g) for 6 h filtered and the solvent removed under a stream of nitrogen. The residue was chromatographed on silica to give the title product 55 mg (65%...